From a dataset of the Open Reaction Database (ORD), a public repository of structured organic reaction records. describe an organic reaction: reactants, conditions, products, and yield Reactants: above product, C1(=CC=CC=C1)N1N=CC=2C1=NC=NC2N[C@H](CO)CC2=CC=CC=C2 ((S)-β-[(1-phenyl-1H-pyrazolo[3,4-d]pyrimidin-4-yl)amino]benzenepropanol), O=S(Cl)Cl (SOCl2). The solvent is C(Cl)Cl (CH2Cl2). Yields the product C1(=CC=CC=C1)N1N=CC=2C=3N(C=NC21)C[C@@H](N3)CC3=CC=CC=C3 ((S)-2,7-dihydro-7-phenyl-2-(phenylmethyl)-3H-imidazo[1,2-c]pyrazolo[4,3-e]pyrimidine). Reaction SMILES: [C:1]1([N:7]2[C:11]3=[N:12][CH:13]=[N:14][C:15]([NH:16][C@@H:17]([CH2:20][C:21]4[CH:26]=[CH:25][CH:24]=[CH:23][CH:22]=4)[CH2:18]O)=[C:10]3[CH:9]=[N:8]2)[CH:6]=[CH:5][CH:4]=[CH:3][CH:2]=1.O=S(Cl)Cl>C(Cl)Cl>[C:1]1([N:7]2[C:11]3[N:12]=[CH:13][N:14]4[CH2:18][C@H:17]([CH2:20][C:21]5[CH:26]=[CH:25][CH:24]=[CH:23][CH:22]=5)[N:16]=[C:15]4[C:10]=3[CH:9]=[N:8]2)[CH:6]=[CH:5][CH:4]=[CH:3][CH:2]=1. Procedure: Next, 300 mg of the above product (S)-β-[(1-phenyl-1H-pyrazolo[3,4-d]pyrimidin-4-yl)amino]benzenepropanol was dissolved in 15 ml CH2Cl2 followed by addition of 0.44 ml SOCl2. The reaction was heated to reflux for 3.5 hours. The solvent was then removed under a stream of nitrogen. The white solid was recrystallized from about 30% isopropyl alcohol/hexane followed by a second recrystallization from about 5% MeOH/butanone to yield 45 mg of (S)-2,7-dihydro-7-phenyl-2-(phenylmethyl)-3H-imidazo[1,2-c]... The reactants are Cl (hydrochloride), Cl (hydrogen chloride), COC1=CC=C2CCC(CC2=C1)=O (7-methoxy-2-tetralone), C(C1=CC=CC=C1)N (benzylamine), C=1(C(=CC=CC1)S(=O)(=O)O)C (toluenesulfonic acid). Run in C(C)(C)O (isopropanol), C1(=CC=CC=C1)C (toluene), C(C)(C)O (isopropanol). Product: Cl.C(C1=CC=CC=C1)NC1CC2=CC(=CC=C2CC1)OC (2-benzylamino-7-methoxytetraline hydrochloride). Reaction SMILES: [CH3:1][O:2][C:3]1[CH:12]=[C:11]2[C:6]([CH2:7][CH2:8][C:9](=O)[CH2:10]2)=[CH:5][CH:4]=1.[CH2:14]([NH2:21])[C:15]1[CH:20]=[CH:19][CH:18]=[CH:17][CH:16]=1.C1(C)C(S(O)(=O)=O)=CC=CC=1.[ClH:33]>C(O)(C)C.C1(C)C=CC=CC=1>[ClH:33].[CH2:14]([NH:21][CH:9]1[CH2:8][CH2:7][C:6]2[C:11](=[CH:12][C:3]([O:2][CH3:1])=[CH:4][CH:5]=2)[CH2:10]1)[C:15]1[CH:20]=[CH:19][CH:18]=[CH:17][CH:16]=1 |f:6.7|. Reported procedure: A mixture of 8 g of 7-methoxy-2-tetralone, 4.8 g of benzylamine, 150 ml of anhydrous toluene and 100 mg of p.toluenesulfonic acid is refluxed for three hours. The mixture is evaporated to dryness, the oily residue is taken up with 100 ml of methanol and to the solution thus obtained 8.5 g of sodium borohydride are cautiously added at 0°-5° C. The mixture is left under stirring at room temperature for a night, then added with 50 ml of water and left under stirring for 30 minutes. The solvent is e... Starting materials: C, CCOC(=O)C1CC2(CCN(CC(C)C)CC2)CN1Cc1ccc(CN(Cc2ncc[nH]2)C(=O)OCc2ccccc2)cc1, CCOC(C)=O, [Pd]. Yields the product CCOC(=O)C1CC2(CCN(CC(C)C)CC2)CN1Cc1ccc(CNCc2ncc[nH]2)cc1. As a reaction SMILES: [C:51].[CH2:1]([O:2][C:3](=[O:4])[N:11]([CH2:12][c:13]1[nH:14][cH:15][cH:16][n:17]1)[CH2:18][c:19]1[cH:20][cH:21][c:22]([CH2:23][N:24]2[CH2:25][C:26]3([CH2:27][CH:28]2[C:29](=[O:30])[O:31][CH2:32][CH3:33])[CH2:34][CH2:35][N:36]([CH2:39][CH:40]([CH3:41])[CH3:42])[CH2:37][CH2:38]3)[cH:43][cH:44]1)[c:5]1[cH:6][cH:7][cH:8][cH:9][cH:10]1.[CH3:45][CH2:46][O:47][C:48](=[O:49])[CH3:50].[Pd:52]>>[NH:11]([CH2:12][c:13]1[nH:14][cH:15][cH:16][n:17]1)[CH2:18][c:19]1[cH:20][cH:21][c:22]([CH2:23][N:24]2[CH2:25][C:26]3([CH2:27][CH:28]2[C:29](=[O:30])[O:31][CH2:32][CH3:33])[CH2:34][CH2:35][N:36]([CH2:39][CH:40]([CH3:41])[CH3:42])[CH2:37][CH2:38]3)[cH:43][cH:44]1. Reactants: C(C)C=1C=C(C(=NC1C)OC)NC(OC1=CC=CC=C1)=O (Phenyl N-(5-ethyl-2-methoxy-6-methylpyridin-3-yl)carbamate), S1C=C(C=C1)N1CCNCC1 (1-(3-thiophenyl)piperazine). Yields the product C(C)C=1C=C(C(=NC1C)OC)NC(=O)N1CCN(CC1)C1=CSC=C1 (1-[(5-Ethyl-2-methoxy-6-methylpyridin-3-yl)aminocarbonyl]-4-(3-thiophenyl)piperazine). The yield is 63.0%. As a reaction SMILES: [CH2:1]([C:3]1[CH:4]=[C:5]([NH:12][C:13](=[O:21])OC2C=CC=CC=2)[C:6]([O:10][CH3:11])=[N:7][C:8]=1[CH3:9])[CH3:2].[S:22]1[CH:26]=[CH:25][C:24]([N:27]2[CH2:32][CH2:31][NH:30][CH2:29][CH2:28]2)=[CH:23]1>>[CH2:1]([C:3]1[CH:4]=[C:5]([NH:12][C:13]([N:30]2[CH2:31][CH2:32][N:27]([C:24]3[CH:25]=[CH:26][S:22][CH:23]=3)[CH2:28][CH2:29]2)=[O:21])[C:6]([O:10][CH3:11])=[N:7][C:8]=1[CH3:9])[CH3:2]. Procedure: Phenyl N-(5-ethyl-2-methoxy-6-methylpyridin-3-yl)carbamate and 1-(3-thiophenyl)piperazine were reacted by the same way with the example 1 to obtain the titled compound. Reactants: ClCCl, O=S(=O)(Cl)c1cccc(F)c1, CC1(C)CC(c2cccc(N)c2)Nc2ccc(C#N)cc21, c1ccncc1. Product: CC1(C)CC(c2cccc(NS(=O)(=O)c3cccc(F)c3)c2)Nc2ccc(C#N)cc21. RXN SMILES: [Cl:39][CH2:40][Cl:41].[F:1][c:2]1[cH:3][c:4]([S:8](=[O:9])(=[O:10])[Cl:11])[cH:5][cH:6][cH:7]1.[NH2:12][c:13]1[cH:14][c:15]([CH:19]2[NH:20][c:21]3[cH:22][cH:23][c:24]([C:31]#[N:32])[cH:25][c:26]3[C:27]([CH3:29])([CH3:30])[CH2:28]2)[cH:16][cH:17][cH:18]1.[cH:33]1[cH:34][cH:35][n:36][cH:37][cH:38]1>>[F:1][c:2]1[cH:3][c:4]([S:8](=[O:9])(=[O:10])[NH:12][c:13]2[cH:14][c:15]([CH:19]3[NH:20][c:21]4[cH:22][cH:23][c:24]([C:31]#[N:32])[cH:25][c:26]4[C:27]([CH3:29])([CH3:30])[CH2:28]3)[cH:16][cH:17][cH:18]2)[cH:5][cH:6][cH:7]1. The reactants are COC(=O)c1cc([Si](C)(C)C)nn1-c1ccc(C)cc1, CO, [Na+], [OH-]. Product: Cc1ccc(-n2nc([Si](C)(C)C)cc2C(=O)O)cc1. RXN SMILES: [CH3:1][O:2][C:3](=[O:4])[c:5]1[n:6](-[c:14]2[cH:15][cH:16][c:17]([CH3:20])[cH:18][cH:19]2)[n:7][c:8]([Si:10]([CH3:11])([CH3:12])[CH3:13])[cH:9]1.[CH3:23][OH:24].[Na+:22].[OH-:21]>>[O:2]=[C:3]([OH:4])[c:5]1[n:6](-[c:14]2[cH:15][cH:16][c:17]([CH3:20])[cH:18][cH:19]2)[n:7][c:8]([Si:10]([CH3:11])([CH3:12])[CH3:13])[cH:9]1. Starting materials: BrC=1C=CC(=NC1)C(=O)N (5-bromopicolinamide), COC(N(C)C)OC (dimethylformamide dimethylacetal). The product is BrC=1C=CC(=NC1)C(=O)/N=C/N(C)C ((E)-5-bromo-N-((dimethylamino)methylene)picolinamide). Isolated yield 95.0%. As a reaction SMILES: [Br:1][C:2]1[CH:3]=[CH:4][C:5]([C:8]([NH2:10])=[O:9])=[N:6][CH:7]=1.CO[CH:13](OC)[N:14]([CH3:16])[CH3:15]>>[Br:1][C:2]1[CH:3]=[CH:4][C:5]([C:8](/[N:10]=[CH:13]/[N:14]([CH3:16])[CH3:15])=[O:9])=[N:6][CH:7]=1. Procedure details: A solution of 5-bromopicolinamide (0.500 g, 2.49 mmol) and dimethylformamide dimethylacetal (20 mL), were heated to 85° C. for 3 h. The reaction was concentrated and the product was used directly in the next step (0.604 g, 95% yield). MS (ESI) m/z 257.1 [M+1]+. Starting materials: C1[C@H]([C@@H]1N)C2=CC=CC=C2 (trans-amine), [OH-].[K+] (KOH), O (H2O). Run in C(CO)O (ethylene glycol). Product: C1(=CC=CC=C1)C1(CCCCC1)CC(=O)O ((1-phenyl-cyclohexyl)-acetic acid). The yield is 88.0%. RXN SMILES: [CH2:1]1[C@@H:3](N)[C@@H:2]1[C:5]1[CH:10]=[CH:9][CH:8]=[CH:7][CH:6]=1.[OH-:11].[K+].[OH2:13]>C(O)CO>[C:5]1([C:2]2([CH2:3][C:1]([OH:13])=[O:11])[CH2:6][CH2:5][CH2:2][CH2:1][CH2:3]2)[CH:6]=[CH:7][CH:8]=[CH:9][CH:10]=1 |f:1.2|. Procedure details: Compound 1 (3.58 g, 17.96 mmol) and KOH (4.42 g, 78.77 mmol) in ethylene glycol (35 mL) was heated at 170° C. for 48 h then cooled to rt. The reaction mixture was diluted with H2O then extracted with Et2O (2×). The aqueous phase was acidified with 6N HCl then extracted with Et2O (3×) and dried over anhydrous sodium sulfate to give (1-phenyl-cyclohexyl)-acetic acid (3.43 mg, 88%) as a tan solid. Mass Spec [M+H]+=219.1. Reactants: BrCC1CO1, Cl, NS(=O)(=O)c1ccc([N+](=O)[O-])cc1, [Na+], [OH-], O. The product is O=[N+]([O-])c1ccc(S(=O)(=O)NCC2CO2)cc1. RXN SMILES: [Br:16][CH2:17][CH:18]1[CH2:19][O:20]1.[ClH:21].[N+:1](=[O:2])([O-:3])[c:4]1[cH:5][cH:6][c:7]([S:10](=[O:11])(=[O:12])[NH2:13])[cH:8][cH:9]1.[Na+:15].[OH-:14].[OH2:22]>>[N+:1](=[O:2])([O-:3])[c:4]1[cH:5][cH:6][c:7]([S:10](=[O:11])(=[O:12])[NH:13][CH2:17][CH:18]2[CH2:19][O:20]2)[cH:8][cH:9]1.